From a dataset of the Open Reaction Database (ORD), a public repository of structured organic reaction records. describe an organic reaction: reactants, conditions, products, and yield Reactants: BrCc1ccccc1, CN(C)CCC(O)(C(=O)O)P(=O)(O)O, CCO, [Na+], [OH-], O. Product: [Br-], C[N+](C)(CCC(O)(C(=O)O)P(=O)(O)O)Cc1ccccc1. Reaction SMILES: [Br:17][CH2:18][c:19]1[cH:20][cH:21][cH:22][cH:23][cH:24]1.[CH3:1][N:2]([CH3:3])[CH2:4][CH2:5][C:6]([C:7](=[O:8])[OH:9])([P:10](=[O:11])([OH:12])[OH:13])[OH:14].[CH3:26][CH2:27][OH:28].[Na+:16].[OH-:15].[OH2:25]>>[Br-:17].[CH3:1][N+:2]([CH3:3])([CH2:4][CH2:5][C:6]([C:7](=[O:8])[OH:9])([P:10](=[O:11])([OH:12])[OH:13])[OH:14])[CH2:18][c:19]1[cH:20][cH:21][cH:22][cH:23][cH:24]1.